This data is from the Open Reaction Database (ORD), a public repository of structured organic reaction records. The task is: describe an organic reaction: reactants, conditions, products, and yield The solvent is C1(=CC=CC=C1)C (toluene), O1CCCC1 (tetrahydrofuran). Procedure: 1.91 g of 3-bromo-5-benzyloxypyridine, under argon, are added to a solution of 2 ml of triisopropyl borate in a mixture of 12 ml of toluene and 3 ml of tetrahydrofuran. The solution is cooled to −70° C. and then 5.42 ml of n-butyllithium (1.6N in hexane) are added dropwise. The reaction medium is stirred for 3 hours, and brought back to −20° C., and 7.23 ml of 2N hydrochloric acid are added dropwise. The reaction mixture is left to return to ambient temperature and poured into distilled water. T... Reaction conditions: temperature -70 celsius, time 3 hour. The reactants are BrC=1C=NC=C(C1)OCC1=CC=CC=C1 (3-bromo-5-benzyloxypyridine), B(OC(C)C)(OC(C)C)OC(C)C (triisopropyl borate), Cl (hydrochloric acid), C(CCC)[Li] (n-butyllithium). As a reaction SMILES: Br[C:2]1[CH:3]=[N:4][CH:5]=[C:6]([O:8][CH2:9][C:10]2[CH:15]=[CH:14][CH:13]=[CH:12][CH:11]=2)[CH:7]=1.[B:16](OC(C)C)([O:21]C(C)C)[O:17]C(C)C.C([Li])CCC.Cl>C1(C)C=CC=CC=1.O1CCCC1>[CH2:9]([O:8][C:6]1[CH:7]=[C:2]([B:16]([OH:21])[OH:17])[CH:3]=[N:4][CH:5]=1)[C:10]1[CH:15]=[CH:14][CH:13]=[CH:12][CH:11]=1. The product is C(C1=CC=CC=C1)OC=1C=C(C=NC1)B(O)O ([5-(benzyloxy)pyridin-3-yl]boronic acid). The reactants are ClC(C(OC(C)(C)C1=CC=CC=C1)=N)(Cl)Cl (2-phenylpropan-2-yl 2,2,2-trichloroacetimidate), C1(CC=CC1)C(=O)O (cyclopent-3-enecarboxylic acid). The solvent is C1CCCCC1 (cyclohexane), C(Cl)Cl (methylene chloride). Conditions: time 16 hour. Yields the product C1(CC=CC1)C(=O)OC(C)(C)C1=CC=CC=C1 (2-phenylpropan-2-yl cyclopent-3-enecarboxylate). Yield: 90.4%. RXN SMILES: ClC(Cl)(Cl)C(=N)O[C:5]([C:8]1[CH:13]=[CH:12][CH:11]=[CH:10][CH:9]=1)([CH3:7])[CH3:6].[CH:17]1([C:22]([OH:24])=[O:23])[CH2:21][CH:20]=[CH:19][CH2:18]1>C1CCCCC1.C(Cl)Cl>[CH:17]1([C:22]([O:24][C:5]([C:8]2[CH:13]=[CH:12][CH:11]=[CH:10][CH:9]=2)([CH3:7])[CH3:6])=[O:23])[CH2:21][CH:20]=[CH:19][CH2:18]1. Reported procedure: A solution of 2-phenylpropan-2-yl 2,2,2-trichloroacetimidate (23.85 g, 85 mmol) in cyclohexane (85 mL) was treated with a solution of cyclopent-3-enecarboxylic acid (4.77 g, 42.5 mmol) in methylene chloride (43 mL), and the mixture was stirred for about 16 hours at room temperature during which time a colorless solid precipitated. The precipitate was collected by filtration and rinsed with hexanes. The combined filtrates were concentrated in vacuo to yield a residue. The residue was purified ove... The reactants are CCOP(=O)(CC)c1ccccc1, CN(C)C=O. Yields the product CCO[PH](=O)c1ccccc1. RXN SMILES: [CH2:1]([CH3:2])[P:3]([O:4][CH2:5][CH3:6])(=[O:7])[c:8]1[cH:9][cH:10][cH:11][cH:12][cH:13]1.[O:14]=[CH:15][N:16]([CH3:17])[CH3:18]>>[PH:3]([O:4][CH2:5][CH3:6])(=[O:7])[c:8]1[cH:9][cH:10][cH:11][cH:12][cH:13]1. Starting materials: CI, CC(C)=O, O, Cc1ccc(O)c(C(=O)c2ccccc2)c1. Product: COc1ccc(C)cc1C(=O)c1ccccc1. As a reaction SMILES: [CH3:17][I:18].[CH3:19][C:20](=[O:21])[CH3:22].[OH2:23].[OH:1][c:2]1[c:3]([C:4](=[O:5])[c:6]2[cH:7][cH:8][cH:9][cH:10][cH:11]2)[cH:12][c:13]([CH3:16])[cH:14][cH:15]1>>[O:1]([c:2]1[c:3]([C:4](=[O:5])[c:6]2[cH:7][cH:8][cH:9][cH:10][cH:11]2)[cH:12][c:13]([CH3:16])[cH:14][cH:15]1)[CH3:19]. The reactants are BrCC1=C2N=C(C(=NC2=CC(=C1Cl)Cl)OC)OC (5-bromomethyl-6,7-dichloro-2,3-dimethoxy quinoxaline), [Cl-].[NH4+] (ammonium chloride), Cl.CN(C)CC1=CC2=C(NN=N2)C=C1 (5-(N,N-Dimethylaminomethyl)-1H-1,2,3-benzotriazole hydrochloride), [H-].[Na+] (sodium hydride). The solvent is CN(C=O)C (dimethylformamide), O (water). Run at temperature -30 celsius, time 15 minute. Yields the product ClC=1C(=C2N=C(C(=NC2=CC1Cl)OC)OC)CN1N=NC2=C1C=CC(=C2)CN(C)C (6,7-dichloro-2,3-dimethoxy-5-[5-(N,N-dimethylaminomethyl)-1,2,3-benzotriazol-1-yl] methylquinoxaline). Isolated yield 20.1%. As a reaction SMILES: Cl.[CH3:2][N:3]([CH2:5][C:6]1[CH:14]=[CH:13][C:9]2[NH:10][N:11]=[N:12][C:8]=2[CH:7]=1)[CH3:4].[H-].[Na+].Br[CH2:18][C:19]1[C:28]([Cl:29])=[C:27]([Cl:30])[CH:26]=[C:25]2[C:20]=1[N:21]=[C:22]([O:33][CH3:34])[C:23]([O:31][CH3:32])=[N:24]2.[Cl-].[NH4+]>CN(C)C=O.O>[Cl:29][C:28]1[C:19]([CH2:18][N:10]2[C:9]3[CH:13]=[CH:14][C:6]([CH2:5][N:3]([CH3:2])[CH3:4])=[CH:7][C:8]=3[N:12]=[N:11]2)=[C:20]2[C:25](=[CH:26][C:27]=1[Cl:30])[N:24]=[C:23]([O:31][CH3:32])[C:22]([O:33][CH3:34])=[N:21]2 |f:0.1,2.3,5.6|. Procedure: 5-(N,N-Dimethylaminomethyl)-1H-1,2,3-benzotriazole hydrochloride (383 mg 1.8 mmol) was added to a suspension of sodium hydride (108 mg, 80% dispersion in oil, 3.6 mmol) in dry dimethylformamide (20 mL) at room temperature and stirred for 15 minutes. The mixure was cooled to -30° C., 5-bromomethyl-6,7-dichloro-2,3-dimethoxy quinoxaline (Preparation 1, 528 mg, 1.5 mmol) was added, and the mixture was stirred at -30° C. for 1 hour, and then allowed to warm slowly to 0° C. Saturated aqueous ammonium... Starting materials: FC(OC1=CC=C(C=C1)NC1=NC=C(C=N1)COC1=CC2=C(N(C(O2)=O)COCC[Si](C)(C)C)C=C1)(F)F (6-((2-((4-(trifluoromethoxy)phenyl)amino)pyrimidin-5-yl)methoxy)-3-((2-(trimethylsilyl)ethoxy)methyl)benzo[d]oxazol-2(3H)-one), C(=O)(C(F)(F)F)O (TFA). Run in C(Cl)Cl (DCM). Run at time 18 hour. The product is OCN1C(OC2=C1C=CC(=C2)OCC=2C=NC(=NC2)NC2=CC=C(C=C2)OC(F)(F)F)=O (3-(hydroxymethyl)-6-((2-((4-(trifluoromethoxy)phenyl)amino)pyrimidin-5-yl)methoxy)benzo[d]oxazol-2(3H)-one). Isolated yield 61.3%. Reaction SMILES: [F:1][C:2]([F:38])([F:37])[O:3][C:4]1[CH:9]=[CH:8][C:7]([NH:10][C:11]2[N:16]=[CH:15][C:14]([CH2:17][O:18][C:19]3[CH:36]=[CH:35][C:22]4[N:23]([CH2:27][O:28]CC[Si](C)(C)C)[C:24](=[O:26])[O:25][C:21]=4[CH:20]=3)=[CH:13][N:12]=2)=[CH:6][CH:5]=1.C(O)(C(F)(F)F)=O>C(Cl)Cl>[OH:28][CH2:27][N:23]1[C:22]2[CH:35]=[CH:36][C:19]([O:18][CH2:17][C:14]3[CH:13]=[N:12][C:11]([NH:10][C:7]4[CH:8]=[CH:9][C:4]([O:3][C:2]([F:38])([F:1])[F:37])=[CH:5][CH:6]=4)=[N:16][CH:15]=3)=[CH:20][C:21]=2[O:25][C:24]1=[O:26]. Procedure details: To a solution of 6-((2-((4-(trifluoromethoxy)phenyl)amino)pyrimidin-5-yl)methoxy)-3-((2-(trimethylsilyl)ethoxy)methyl)benzo[d]oxazol-2(3H)-one (0.05 g, 0.091 mmol) in DCM (3 mL) at 0° C., TFA (0.035 mL, 0.456 mmol) was added. The reaction mixture was stirred at room temperature for 18 h. Solvent was removed under vacuum and the residue was washed with diethyl ether. The crude product was purified by preparative HPLC on an Inertsil ODS column (19×250 mm, 5μ) using 0 to 65% mobile phase B (ACN) in...